Dataset: the Open Reaction Database (ORD), a public repository of structured organic reaction records. Task: describe an organic reaction: reactants, conditions, products, and yield RXN SMILES: [BH4-:39].[C:1]([CH3:2])([CH3:3])([CH3:4])[O:5][C:6](=[O:7])[N:8]1[CH2:9][CH:10]([C:15]([F:16])([F:17])[F:18])[C:11](=[O:14])[CH2:12][CH2:13]1.[CH3:19][CH:20]([c:21]1[cH:22][cH:23][cH:24][cH:25][cH:26]1)[NH2:27].[CH3:41][c:42]1[cH:43][cH:44][cH:45][cH:46][cH:47]1.[Na+:40].[c:28]1([CH3:29])[cH:30][cH:31][c:32]([S:33]([OH:34])(=[O:35])=[O:36])[cH:37][cH:38]1>>[C:1]([CH3:2])([CH3:3])([CH3:4])[O:5][C:6](=[O:7])[N:8]1[CH2:9][CH:10]([C:15]([F:16])([F:17])[F:18])[CH:11]([NH:27][CH:20]([CH3:19])[c:21]2[cH:22][cH:23][cH:24][cH:25][cH:26]2)[CH2:12][CH2:13]1. The product is CC(NC1CCN(C(=O)OC(C)(C)C)CC1C(F)(F)F)c1ccccc1. The reactants are [BH4-], CC(C)(C)OC(=O)N1CCC(=O)C(C(F)(F)F)C1, CC(N)c1ccccc1, Cc1ccccc1, [Na+], Cc1ccc(S(=O)(=O)O)cc1.